Dataset: the Open Reaction Database (ORD), a public repository of structured organic reaction records. Task: describe an organic reaction: reactants, conditions, products, and yield Reactants: C(C)(=O)OC(C)=O (acetic anhydride), Cl.C(C1=CC=CC=C1)OC1=C(C=C2C(=CC=NC2=C1)NC1=C(C=C(C(=C1)O)Cl)F)OC (7-benzyloxy-4-(4-chloro-2-fluoro-5-hydroxyanilino)-6-methoxyquinoline hydrochloride). Reagents/catalysts: CN(C1=CC=NC=C1)C (4-Dimethylaminopyridine). The product is C(C)(=O)OC=1C(=CC(=C(NC2=CC=NC3=CC(=C(C=C23)OC)OCC2=CC=CC=C2)C1)F)Cl (4-(5-acetoxy-4-chloro-2-fluoroanilino)-7-benzyloxy-6-methoxyquinoline). Isolated yield 102.8%. RXN SMILES: [C:1]([O:4][C:5](=[O:7])[CH3:6])(=O)[CH3:2].Cl.[CH2:9]([O:16][C:17]1[CH:26]=[C:25]2[C:20]([C:21]([NH:27][C:28]3C=C(O)[C:31]([Cl:35])=[CH:30][C:29]=3[F:36])=[CH:22][CH:23]=[N:24]2)=[CH:19][C:18]=1[O:37][CH3:38])[C:10]1[CH:15]=[CH:14][CH:13]=[CH:12][CH:11]=1>CN(C)C1C=CN=CC=1>[C:5]([O:4][C:1]1[C:31]([Cl:35])=[CH:30][C:29]([F:36])=[C:28]([CH:2]=1)[NH:27][C:21]1[C:20]2[C:25](=[CH:26][C:17]([O:16][CH2:9][C:10]3[CH:11]=[CH:12][CH:13]=[CH:14][CH:15]=3)=[C:18]([O:37][CH3:38])[CH:19]=2)[N:24]=[CH:23][CH:22]=1)(=[O:7])[CH3:6] |f:1.2|. Procedure: 4-Dimethylaminopyridine (12 mg, 0.1 mmol) and acetic anhydride (122 mg, 1.2 mmol) were added to a suspension of 7-benzyloxy-4-(4-chloro-2-fluoro-5-hydroxyanilino)-6-methoxyquinoline hydrochloride (461 mg, 1 mmol), (prepared as described in Example 12). The mixture was heated at reflux for 1 hour and the volatiles were removed by evaporation. The residue was triturated with water and the resulting precipitate was collected by filtration and dried under vacuum to give 4-(5-acetoxy-4-chloro-2-fluor... Starting materials: O=C([O-])[O-], COC(=O)CC(=O)OC, CN(C)C=O, O=[N+]([O-])c1c(F)cccc1F, [K+], [K+]. The product is COC(=O)C(C(=O)OC)c1cccc(F)c1[N+](=O)[O-]. Reaction SMILES: [C:12](=[O:13])([O-:14])[O-:15].[C:18]([CH2:19][C:20](=[O:21])[O:22][CH3:23])(=[O:24])[O:25][CH3:26].[CH3:27][N:28]([CH3:29])[CH:30]=[O:31].[F:1][c:2]1[c:3]([N+:9](=[O:10])[O-:11])[c:4]([F:8])[cH:5][cH:6][cH:7]1.[K+:16].[K+:17]>>[c:2]1([CH:19]([C:18](=[O:24])[O:25][CH3:26])[C:20](=[O:21])[O:22][CH3:23])[c:3]([N+:9](=[O:10])[O-:11])[c:4]([F:8])[cH:5][cH:6][cH:7]1. Starting materials: CC(=O)O, CCO, OC1CCCC1Oc1nc(N2CCNCC2)nc2ccccc12. Product: CC(=O)O, OC1CCCC1Oc1nc(N2CCNCC2)nc2ccccc12. RXN SMILES: [CH3:24][C:25]([OH:26])=[O:27].[CH3:28][CH2:29][OH:30].[OH:1][CH:2]1[CH:3]([O:7][c:8]2[n:9][c:10]([N:18]3[CH2:19][CH2:20][NH:21][CH2:22][CH2:23]3)[n:11][c:12]3[cH:13][cH:14][cH:15][cH:16][c:17]23)[CH2:4][CH2:5][CH2:6]1>>[CH3:24][C:25](=[O:26])[OH:27].[OH:1][CH:2]1[CH:3]([O:7][c:8]2[n:9][c:10]([N:18]3[CH2:19][CH2:20][NH:21][CH2:22][CH2:23]3)[n:11][c:12]3[cH:13][cH:14][cH:15][cH:16][c:17]23)[CH2:4][CH2:5][CH2:6]1. Reactants: ClC1=C(C=O)C=CC=C1[N+](=O)[O-] (2-chloro-3-nitrobenzaldehyde), C(CC(=O)C)(=O)OCC(CN(C)C)(C)C (3-(N,N-dimethylamino)-2,2-dimethylpropyl acetoacetate), N\C(=C/C(=O)OC)\C (methyl 3-aminocrotonate). Solvent: CC(C)O (2-propanol). The product is CC=1NC(=C(C(C1C(=O)OCC(CN(C)C)(C)C)C1=C(C(=CC=C1)[N+](=O)[O-])Cl)C(=O)OC)C (3-(N,N-dimethylamino)-2,2-dimethylpropyl methyl 2,6-dimethyl-4-(2-chloro-3-nitrophenyl)-1,4-dihydropyridine-3,5-dicarboxylate). Isolated yield 20.8%. As a reaction SMILES: [Cl:1][C:2]1[C:9]([N+:10]([O-:12])=[O:11])=[CH:8][CH:7]=[CH:6][C:3]=1[CH:4]=O.[C:13]([O:19][CH2:20][C:21]([CH3:27])([CH3:26])[CH2:22][N:23]([CH3:25])[CH3:24])(=[O:18])[CH2:14][C:15]([CH3:17])=O.[NH2:28]/[C:29](/[CH3:35])=[CH:30]\[C:31]([O:33][CH3:34])=[O:32]>CC(O)C>[CH3:17][C:15]1[NH:28][C:29]([CH3:35])=[C:30]([C:31]([O:33][CH3:34])=[O:32])[CH:4]([C:3]2[CH:6]=[CH:7][CH:8]=[C:9]([N+:10]([O-:12])=[O:11])[C:2]=2[Cl:1])[C:14]=1[C:13]([O:19][CH2:20][C:21]([CH3:27])([CH3:26])[CH2:22][N:23]([CH3:25])[CH3:24])=[O:18]. Reported procedure: A mixture of 185.5 mg of 2-chloro-3-nitrobenzaldehyde, 236.5 mg of 3-(N,N-dimethylamino)-2,2-dimethylpropyl acetoacetate and 126.5 mg of methyl 3-aminocrotonate in 2 ml of 2-propanol was reacted and then purified in the same way as in Referetial Example 6, (ii) to yield 100 mg of the desired compound. Reactants: C(Cl)C1CO1 (Epichlorohydrin), IX, C1=CC(=CC=C1[N+](=O)[O-])O (p-Nitrophenol). Solvent: [OH-].[Na+] (sodium hydroxide). Reaction conditions: time 8 hour. Product: O1CC1COC1=CC=C(C=C1)[N+](=O)[O-] (1,2-Epoxy-3-(p-Nitrophenoxy)-Propane). Reaction SMILES: [CH:1]1[C:6]([N+:7]([O-:9])=[O:8])=[CH:5][CH:4]=[C:3]([OH:10])[CH:2]=1.[CH2:11]([CH:13]1[O:15][CH2:14]1)Cl>[OH-].[Na+]>[O:15]1[CH:13]([CH2:11][O:10][C:3]2[CH:4]=[CH:5][C:6]([N+:7]([O-:9])=[O:8])=[CH:1][CH:2]=2)[CH2:14]1 |f:2.3|. Procedure: p-Nitrophenol (139 g, 1.0 mol) was dissolved in 1.5 l 0.8M sodium hydroxide. Epichlorohydrin, IX, (117 ml, 1.5 mol) was added and the mixture stirred vigorously overnight. The homogenous solution was then extracted three times with 300 ml chloroform and the organic fractions combined and dried over magnesium sulfate. After removal of the drying agent by filtration, evaporation of the filtrate gave a yellow oil which crystallized on standing. The oily crystals were triturated with methanol and fi... The reactants are C(#N)C1(C=2C(=NN(C2CCC1C(=O)OCC)C)C)O[Si](C)(C)C (ethyl 4-cyano-4,5,6,7-tetrahydro-1,3-dimethyl-4-(trimethylsilyloxy)-1H-indazole-5-carboxylate), P(=O)(Cl)(Cl)Cl (phosphorus oxychloride). Solvent: N1=CC=CC=C1 (pyridine). Reaction conditions: time 5 hour. Product: C(#N)C=1C=2C(=NN(C2CCC1C(=O)OCC)C)C (Ethyl 4-cyano-6,7-dihydro-1,3-dimethyl-1H-indazole-5-carboxylate). The yield is 53.1%. RXN SMILES: [C:1]([C:3]1(O[Si](C)(C)C)[CH:11]([C:12]([O:14][CH2:15][CH3:16])=[O:13])[CH2:10][CH2:9][C:8]2[N:7]([CH3:17])[N:6]=[C:5]([CH3:18])[C:4]1=2)#[N:2].P(Cl)(Cl)(Cl)=O>N1C=CC=CC=1>[C:1]([C:3]1[C:4]2[C:5]([CH3:18])=[N:6][N:7]([CH3:17])[C:8]=2[CH2:9][CH2:10][C:11]=1[C:12]([O:14][CH2:15][CH3:16])=[O:13])#[N:2]. Reported procedure: A solution of ethyl 4-cyano-4,5,6,7-tetrahydro-1,3-dimethyl-4-(trimethylsilyloxy)-1H-indazole-5-carboxylate (28.1 g, 0.119 mol) in pyridine is mixed with phosphorus oxychloride (43.0 mL, 0.461 mol), stirred for 5 hours at reflux temperature and concentrated in vacuo. The resultant black residue is diluted with ethyl acetate and water and treated with sodium bicarbonate to pH 6. The phases are separated, the organic phase is set aside, and the aqueous phase is extracted with ethyl acetate. The or...